This data is from the Open Reaction Database (ORD), a public repository of structured organic reaction records. The task is: describe an organic reaction: reactants, conditions, products, and yield The reactants are C(=O)(O)COC1=C(C=CC=C1OC)C1C(C(C2=CC=C(C=C12)OCCC)C1=CC2=C(C=C1)OCO2)CC(=O)O ((1RS,2SR,3RS)-3-(2-Carboxymethoxy-methoxyphenyl)-1-(3,4-methylenedioxyphenyl)-5-(prop-1-yloxy)indan-2-ylacetic acid), O (H2O), Na2O2, C1CCC2=CC=CC=C12 (indane), [OH-].[Na+] (NaOH), CO (methanol), 3. Run at temperature 70 celsius, time 20 hour. The product is C(=O)(O)COC1=C(C=CC(=C1)OC)C1C(C(C2=CC=C(C=C12)OCCC)C1=CC2=C(C=C1)OCO2)CC(=O)O ((1RS,2SR, 3RS)-3-(2-Carboxymethoxy-4-methoxyphenyl)-1-(3,4-methylenedioxyphenyl)-5-(prop-1-yloxy)indan-2-ylacetic acid). Yield: 90.0%. Reaction SMILES: [C:1]([CH2:4][O:5][C:6]1[C:11](OC)=[CH:10][CH:9]=[CH:8][C:7]=1[CH:14]1[C:22]2[C:17](=[CH:18][CH:19]=[C:20]([O:23][CH2:24][CH2:25][CH3:26])[CH:21]=2)[CH:16]([C:27]2[CH:32]=[CH:31][C:30]3[O:33][CH2:34][O:35][C:29]=3[CH:28]=2)[CH:15]1[CH2:36][C:37]([OH:39])=[O:38])([OH:3])=[O:2].C1C2C(=CC=CC=2)CC1.[OH-:49].[Na+].O.[CH3:52]O>>[C:1]([CH2:4][O:5][C:6]1[CH:11]=[C:10]([O:49][CH3:52])[CH:9]=[CH:8][C:7]=1[CH:14]1[C:22]2[C:17](=[CH:18][CH:19]=[C:20]([O:23][CH2:24][CH2:25][CH3:26])[CH:21]=2)[CH:16]([C:27]2[CH:32]=[CH:31][C:30]3[O:33][CH2:34][O:35][C:29]=3[CH:28]=2)[CH:15]1[CH2:36][C:37]([OH:39])=[O:38])([OH:3])=[O:2] |f:2.3|. Reported procedure: (1RS,2SR,3RS)-3-(2-Carboxymethoxy-methoxyphenyl)-1-(3,4-methylenedioxyphenyl)-5-(prop-1-yloxy)indan-2-ylacetic acid. To a solution of 1RS,2RS,3RS)-3-(2-carboxymethoxy-4-methoxyphenyl)-2-cyanomethyl-1-(3,4-methylenedioxyphenyl)-5-prop-1-yloxy)indane (290 mg, 0.56 mmol) in methanol (ca. 1 ml) was added aqueous 2 N NaOH solution (0.3 ml) followed by H2O (8 ml) then (with caution) Na2O2 (120 mg). The mixture was heated to 70° C. and stirred for 20 h at which time HPLC showed only 15% hydrolysis. The... Starting materials: COCCOCOC1=C(C=C(C=C1C1=CC=CC=C1)C=O)C1=CC=CC=C1 (2′-methoxyethoxymethoxy-[1,1′;3′,1″]terphenyl-5′-carboxaldehyde), C1=CC(=CC(=C1)Cl)C(=O)OO (MCPBA), [OH-].[K+] (KOH). Run in C(Cl)Cl (CH2Cl2). Reaction conditions: time 1.5 hour. Yields the product COCCOCOC1=C(C=C(C=C1C1=CC=CC=C1)O)C1=CC=CC=C1 (2′-Methoxyethoxymethoxy-[1,1′;3′,1″]terphenyl-5′-ol). The yield is 60.5%. Reaction SMILES: [CH3:1][O:2][CH2:3][CH2:4][O:5][CH2:6][O:7][C:8]1[C:13]([C:14]2[CH:19]=[CH:18][CH:17]=[CH:16][CH:15]=2)=[CH:12][C:11](C=O)=[CH:10][C:9]=1[C:22]1[CH:27]=[CH:26][CH:25]=[CH:24][CH:23]=1.C1C=C(Cl)C=C(C(OO)=[O:36])C=1.[OH-].[K+]>C(Cl)Cl>[CH3:1][O:2][CH2:3][CH2:4][O:5][CH2:6][O:7][C:8]1[C:13]([C:14]2[CH:19]=[CH:18][CH:17]=[CH:16][CH:15]=2)=[CH:12][C:11]([OH:36])=[CH:10][C:9]=1[C:22]1[CH:23]=[CH:24][CH:25]=[CH:26][CH:27]=1 |f:2.3|. Procedure: To a stirred solution of 2′-methoxyethoxymethoxy-[1,1′;3′,1″]terphenyl-5′-carboxaldehyde (0.836 g, 2.31 mmol) in CH2Cl2 (25 mL) at room temperature was added MCPBA (0.598 g, 3.46 mmol). The reaction mixture was refluxed for 48 h. After concentration, the residue was dissolved in EtOAc (300 mL). The organic layer 15 was washed with sat. aq. NaHCO3 until effervescence ceased followed brine (30 mL) and then dried (Na2SO4). After concentration, the residue was dissolved in THF:MeOH (3:2, 45 mL) foll...